Dataset: the Open Reaction Database (ORD), a public repository of structured organic reaction records. Task: describe an organic reaction: reactants, conditions, products, and yield Yields the product O1COC2=C1C=CC(=C2)CN2CCC(CC2)NC2=CC(N(C1=CC=C(C=C21)Cl)CC2=CC=NC=C2)=O (4-(1-Benzo[1,3]dioxol-5-ylmethylpiperidin-4-ylamino)-6-chloro-1-pyridin-4-ylmethyl-1H-quinolin-2-one). Procedure details: 4-(6-Chloro-2-oxo-1-pyridin-4-ylmethyl-1,2-dihydroquinolin-4-ylamino)-piperidine-1-carboxylic acid t-butyl ester (1.22 g, 2.6 mmol) was dissolved in DCM (10 mL) and treated with trifluoroacetic acid (5 mL). The solution was stirred for 15 minutes before evaporating under reduced pressure. The crude amine was dissolved in acetone (25 mL), treated with cesium carbonate (1.26 g) and stirred for 15 minutes prior to addition of piperonyl chloride (50% wt solution in DCM, 1.4 mL). The mixture was heat... Run at temperature 50 celsius, time 15 minute. RXN SMILES: C(O[C:6]([N:8]1[CH2:13][CH2:12][CH:11]([NH:14][C:15]2[C:24]3[C:19](=[CH:20][CH:21]=[C:22]([Cl:25])[CH:23]=3)[N:18]([CH2:26][C:27]3[CH:32]=[CH:31][N:30]=[CH:29][CH:28]=3)[C:17](=[O:33])[CH:16]=2)[CH2:10][CH2:9]1)=O)(C)(C)C.FC(F)(F)[C:36]([OH:38])=[O:37]>C(Cl)Cl>[O:37]1[C:20]2[CH:21]=[CH:22][C:23]([CH2:6][N:8]3[CH2:13][CH2:12][CH:11]([NH:14][C:15]4[C:24]5[C:19](=[CH:20][CH:21]=[C:22]([Cl:25])[CH:23]=5)[N:18]([CH2:26][C:27]5[CH:32]=[CH:31][N:30]=[CH:29][CH:28]=5)[C:17](=[O:33])[CH:16]=4)[CH2:10][CH2:9]3)=[CH:24][C:19]=2[O:38][CH2:36]1. The solvent is C(Cl)Cl (DCM). The reactants are C(C)(C)(C)OC(=O)N1CCC(CC1)NC1=CC(N(C2=CC=C(C=C12)Cl)CC1=CC=NC=C1)=O (4-(6-Chloro-2-oxo-1-pyridin-4-ylmethyl-1,2-dihydroquinolin-4-ylamino)-piperidine-1-carboxylic acid t-butyl ester), FC(C(=O)O)(F)F (trifluoroacetic acid). Starting materials: C(C1=CC=CC=C1)[C@H](C(=O)O)CC[C@@H](C(=O)O)CC ((2R,5S)-2-Benzyl-5-ethylhexanedioic acid), N[C@@H]1C(N2[C@@H](SCC1)CCC[C@H]2C(=O)OC)=O ((4S,7S,10aS)-methyl 4-amino-5-oxooctahydro-2H-pyrido[2,1-b][1,3]thiazepine-7-carboxylate). Yields the product C(C1=CC=CC=C1)[C@@H](CC[C@@H](C(=O)N[C@@H]1C(N2[C@@H](SCC1)CCC[C@H]2C(=O)OC)=O)CC)C(=O)N[C@@H]2C(N1[C@@H](SCC2)CCC[C@H]1C(=O)OC)=O (Methyl (4S,7S,10aS)-4-(((2S,5R)-5-benzyl-2-ethyl-6-(((4S,7S,10aS)-7-(methoxycarbonyl)-5-oxooctahydro-7H-pyrido[2,1-b][1,3]thiazepin-4-yl)amino)-6-oxohexanoyl)amino)-5-oxooctahydro-7H-pyrido[2,1-b][1,3]thiazepine-7-carboxylate), solid. Yield: 27.0%. Reaction SMILES: [CH2:1]([C@@H:8]([CH2:12][CH2:13][C@H:14]([CH2:18][CH3:19])[C:15]([OH:17])=O)[C:9]([OH:11])=O)[C:2]1[CH:7]=[CH:6][CH:5]=[CH:4][CH:3]=1.[NH2:20][C@H:21]1[CH2:27][CH2:26][S:25][C@H:24]2[CH2:28][CH2:29][CH2:30][C@@H:31]([C:32]([O:34][CH3:35])=[O:33])[N:23]2[C:22]1=[O:36]>>[CH2:1]([C@H:8]([C:9]([NH:20][C@H:21]1[CH2:27][CH2:26][S:25][C@H:24]2[CH2:28][CH2:29][CH2:30][C@@H:31]([C:32]([O:34][CH3:35])=[O:33])[N:23]2[C:22]1=[O:36])=[O:11])[CH2:12][CH2:13][C@H:14]([CH2:18][CH3:19])[C:15]([NH:20][C@H:21]1[CH2:27][CH2:26][S:25][C@H:24]2[CH2:28][CH2:29][CH2:30][C@@H:31]([C:32]([O:34][CH3:35])=[O:33])[N:23]2[C:22]1=[O:36])=[O:17])[C:2]1[CH:3]=[CH:4][CH:5]=[CH:6][CH:7]=1. Reported procedure: Methyl (4S,7S,10aS)-4-(((2S,5R)-5-benzyl-2-ethyl-6-(((4S,7S,10aS)-7-(methoxycarbonyl)-5-oxooctahydro-7H-pyrido[2,1-b][1,3]thiazepin-4-yl)amino)-6-oxohexanoyl)amino)-5-oxooctahydro-7H-pyrido[2,1-b][1,3]thiazepine-7-carboxylate was synthesized as described in General Procedure F using Intermediate 82 (33 mg, 0.13 mmol) and (4S,7S,10aS)-methyl 4-amino-5-oxooctahydro-2H-pyrido[2,1-b][1,3]thiazepine-7-carboxylate (121 mg, 0.312 mmol) to give a white solid (25 mg, 27% yield). Anal. Calcd. for C37H52N4...